This data is from the Open Reaction Database (ORD), a public repository of structured organic reaction records. The task is: describe an organic reaction: reactants, conditions, products, and yield Run at time 1 hour. RXN SMILES: CC(C)([O-:4])C.[K+].[C:7]([O:11][C:12](=[O:36])[NH:13][C@H:14]1[CH2:19][CH2:18][C@H:17]([CH:20]2[CH2:33][C:32]3[C:31]4[C:26](=[CH:27][CH:28]=[C:29]([O:34][CH3:35])[CH:30]=4)[N:25]=[CH:24][C:23]=3[O:22][CH2:21]2)[CH2:16][CH2:15]1)([CH3:10])([CH3:9])[CH3:8]>CS(C)=O.C(O)(C)(C)C>[C:7]([O:11][C:12](=[O:36])[NH:13][C@H:14]1[CH2:15][CH2:16][C@H:17]([CH:20]2[CH:33]([OH:4])[C:32]3[C:31]4[C:26](=[CH:27][CH:28]=[C:29]([O:34][CH3:35])[CH:30]=4)[N:25]=[CH:24][C:23]=3[O:22][CH2:21]2)[CH2:18][CH2:19]1)([CH3:10])([CH3:9])[CH3:8] |f:0.1|. The product is C(C)(C)(C)OC(N[C@@H]1CC[C@H](CC1)C1COC=2C=NC3=CC=C(C=C3C2C1O)OC)=O ([trans-4-(4-hydroxy-6-methoxy-3,4-dihydro-2H-1-oxa-9-aza-phenanthren-3-yl)-cyclohexyl]-carbamic acid tert-butyl ester). Procedure details: Potassium tert-butoxide (354 mg, 3.15 mmol, 2.5 eq) is added at room temperature to a stirred solution of [trans-4-(6-methoxy-3,4-dihydro-2H-1-oxa-9-aza-phenanthren-3-yl)-cyclohexyl]-carbamic acid tert-butyl ester (2.6 g, 1.26 mmol, 1.0 eq) in dimethyl sulfoxide (45 mL) and tert-butanol (13 mL) under oxygen atmosphere. After 1 hour stirring under oxygen atmosphere, the reaction mixture is purged with nitrogen, and extracted with dichloromethane (3×200 mL) and water (200 mL). The combined organic... The solvent is CS(=O)C (dimethyl sulfoxide), C(C)(C)(C)O (tert-butanol). Starting materials: CC(C)([O-])C.[K+] (Potassium tert-butoxide), C(C)(C)(C)OC(N[C@@H]1CC[C@H](CC1)C1COC=2C=NC3=CC=C(C=C3C2C1)OC)=O ([trans-4-(6-methoxy-3,4-dihydro-2H-1-oxa-9-aza-phenanthren-3-yl)-cyclohexyl]-carbamic acid tert-butyl ester). Reactants: COC(C(C(C)C)NS(=O)(=O)C1=CC=C(C=C1)OCC#CC)=O (2-(4-but-2-ynyloxy-benzenesulfonylamino)-3-methyl-butyric acid methyl ester), BrCCCCl (1-bromo-3-chloropropane). Yields the product C(C#CC)OC(CCCS(=O)(=O)N(C(C(=O)OC)C(C)C)CCCCl)C (methyl 2-[{[4-(2-butynyloxy)pentyl]sulfonyl}(3-chloropropyl)amino]-3-methylbutanoate). Yield: 76.1%. RXN SMILES: [CH3:1][O:2][C:3](=[O:23])[CH:4]([NH:8][S:9]([C:12]1[CH:17]=[CH:16][C:15]([O:18][CH2:19][C:20]#[C:21][CH3:22])=[CH:14]C=1)(=[O:11])=[O:10])[CH:5]([CH3:7])[CH3:6].Br[CH2:25][CH2:26][CH2:27][Cl:28]>>[CH2:19]([O:18][CH:15]([CH3:14])[CH2:16][CH2:17][CH2:12][S:9]([N:8]([CH2:25][CH2:26][CH2:27][Cl:28])[CH:4]([CH:5]([CH3:6])[CH3:7])[C:3]([O:2][CH3:1])=[O:23])(=[O:10])=[O:11])[C:20]#[C:21][CH3:22]. Procedure: According to the procedure of Example 5, 1.00 g (2.95 mmol) 2-(4-but-2-ynyloxy-benzenesulfonylamino)-3-methyl-butyric acid methyl ester and 0.88 mL (8.849 mmol) of 1-bromo-3-chloropropane provided 0.92 g of methyl 2-[{[4-(2-butynyloxy)pentyl]sulfonyl}(3-chloropropyl)amino]-3-methylbutanoate as a white solid. Electrospray Mass Spec 416.2 (M+H)+. Starting materials: [BH4-], C1CCOC1, CCC(CC)(c1ccc(OCC(=O)C(C)(C)C)c(C)c1)c1cc2ccc(C(=O)OC)cc2s1, [Na+]. The product is CCC(CC)(c1ccc(OCC(O)C(C)(C)C)c(C)c1)c1cc2ccc(C(=O)OC)cc2s1. RXN SMILES: [BH4-:34].[CH2:36]1[O:37][CH2:38][CH2:39][CH2:40]1.[CH3:1][O:2][C:3](=[O:4])[c:5]1[cH:6][cH:7][c:8]2[c:9]([s:10][c:11]([C:13]([CH2:14][CH3:15])([CH2:16][CH3:17])[c:18]3[cH:19][c:20]([CH3:32])[c:21]([O:24][CH2:25][C:26]([C:27]([CH3:28])([CH3:29])[CH3:30])=[O:31])[cH:22][cH:23]3)[cH:12]2)[cH:33]1.[Na+:35]>>[CH3:1][O:2][C:3](=[O:4])[c:5]1[cH:6][cH:7][c:8]2[c:9]([s:10][c:11]([C:13]([CH2:14][CH3:15])([CH2:16][CH3:17])[c:18]3[cH:19][c:20]([CH3:32])[c:21]([O:24][CH2:25][CH:26]([C:27]([CH3:28])([CH3:29])[CH3:30])[OH:31])[cH:22][cH:23]3)[cH:12]2)[cH:33]1. Starting materials: O=C(OC(=O)C(F)(F)F)C(F)(F)F, NC(=O)c1ccccc1Sc1ccccc1[N+](=O)[O-], C1COCCO1, O, c1ccncc1. Yields the product N#Cc1ccccc1Sc1ccccc1[N+](=O)[O-]. RXN SMILES: [F:20][C:21]([F:22])([F:23])[C:24]([O:25][C:26](=[O:27])[C:28]([F:29])([F:30])[F:31])=[O:32].[N+:1](=[O:2])([O-:3])[c:4]1[c:5]([S:10][c:11]2[c:12]([C:13](=[O:14])[NH2:15])[cH:16][cH:17][cH:18][cH:19]2)[cH:6][cH:7][cH:8][cH:9]1.[O:40]1[CH2:41][CH2:42][O:43][CH2:44][CH2:45]1.[OH2:33].[cH:34]1[cH:35][cH:36][n:37][cH:38][cH:39]1>>[N+:1](=[O:2])([O-:3])[c:4]1[c:5]([S:10][c:11]2[c:12]([C:13]#[N:15])[cH:16][cH:17][cH:18][cH:19]2)[cH:6][cH:7][cH:8][cH:9]1. The reactants are C1CCOC1, COCCOCC(=O)Cl, Cl, [H-], N#CCC#N, [Na+]. The product is COCCOCC(O)=C(C#N)C#N. Reaction SMILES: [CH2:18]1[O:19][CH2:20][CH2:21][CH2:22]1.[CH3:8][O:9][CH2:10][CH2:11][O:12][CH2:13][C:14](=[O:15])[Cl:16].[ClH:17].[H-:1].[N:3]#[C:4][CH2:5][C:6]#[N:7].[Na+:2]>>[N:3]#[C:4][C:5]([C:6]#[N:7])=[C:14]([CH2:13][O:12][CH2:11][CH2:10][O:9][CH3:8])[OH:15]. Reactants: Cl (hydrochloric acid), COC(C[C@@H]1COC2=C1C=CC(=C2)OCC=2C=C(C=CC2)C2=C(C=C(C=C2C)OCC2(CCS(CC2)(=O)=O)O)C)=O (methyl[(3S)-6-({4′-[(4-hydroxy-1,1-dioxidotetrahydro-2H-thiopyran-4-yl)methoxy]-2′,6′-dimethylbiphenyl-3-yl}methoxy)-2,3-dihydro-1-benzofuran-3-yl]acetate), CO (methanol), [OH-].[Na+] (sodium hydroxide). Solvent: O (water), O1CCCC1 (tetrahydrofuran). Conditions: temperature 50 celsius, time 2 hour. The product is OC1(CCS(CC1)(=O)=O)COC1=CC(=C(C(=C1)C)C1=CC(=CC=C1)COC1=CC2=C([C@@H](CO2)CC(=O)O)C=C1)C ([(3S)-6-({4′-[(4-hydroxy-1,1-dioxidotetrahydro-2H-thiopyran-4-yl)methoxy]-2′,6′-dimethylbiphenyl-3-yl}methoxy)-2,3-dihydro-1-benzofuran-3-yl]acetic acid). The yield is 76.1%. RXN SMILES: C[O:2][C:3](=[O:41])[CH2:4][C@H:5]1[C:9]2[CH:10]=[CH:11][C:12]([O:14][CH2:15][C:16]3[CH:17]=[C:18]([C:22]4[C:27]([CH3:28])=[CH:26][C:25]([O:29][CH2:30][C:31]5([OH:39])[CH2:36][CH2:35][S:34](=[O:38])(=[O:37])[CH2:33][CH2:32]5)=[CH:24][C:23]=4[CH3:40])[CH:19]=[CH:20][CH:21]=3)=[CH:13][C:8]=2[O:7][CH2:6]1.CO.[OH-].[Na+].Cl>O.O1CCCC1>[OH:39][C:31]1([CH2:30][O:29][C:25]2[CH:26]=[C:27]([CH3:28])[C:22]([C:18]3[CH:19]=[CH:20][CH:21]=[C:16]([CH2:15][O:14][C:12]4[CH:11]=[CH:10][C:9]5[C@H:5]([CH2:4][C:3]([OH:41])=[O:2])[CH2:6][O:7][C:8]=5[CH:13]=4)[CH:17]=3)=[C:23]([CH3:40])[CH:24]=2)[CH2:32][CH2:33][S:34](=[O:37])(=[O:38])[CH2:35][CH2:36]1 |f:2.3|. Procedure: To a solution of methyl[(3S)-6-({4′-[(4-hydroxy-1,1-dioxidotetrahydro-2H-thiopyran-4-yl)methoxy]-2′,6′-dimethylbiphenyl-3-yl}methoxy)-2,3-dihydro-1-benzofuran-3-yl]acetate (0.482 g, 0.830 mmol) in a mixed solvent of methanol (2 mL) and tetrahydrofuran (4 mL) was added 2 M aqueous sodium hydroxide solution (1 mL), and the mixture was stirred at 50° C. for 2 hr. The reaction mixture was diluted with water, acidified with 1 M hydrochloric acid, and extracted with ethyl acetate. The extract was wash... Starting materials: C(C)(=O)OCCCCCl (4-Chlorobutyl acetate), OC1=CC=C(C(=O)OCC)C=C1 (ethyl 4-hydroxybenzoate), [I-].[K+] (potassium iodide), C([O-])([O-])=O.[K+].[K+] (potassium carbonate), ice water. The solvent is CN(C=O)C (dimethylformamide). Reaction conditions: temperature 90 celsius, time 11 hour. Yields the product OCCCCOC1=CC=C(C(=O)O)C=C1 (4-(4'-Hydroxybutoxy)benzoic acid). RXN SMILES: C([O:4][CH2:5][CH2:6][CH2:7][CH2:8]Cl)(=O)C.[OH:10][C:11]1[CH:21]=[CH:20][C:14]([C:15]([O:17]CC)=[O:16])=[CH:13][CH:12]=1.[I-].[K+].C(=O)([O-])[O-].[K+].[K+]>CN(C)C=O>[OH:4][CH2:5][CH2:6][CH2:7][CH2:8][O:10][C:11]1[CH:12]=[CH:13][C:14]([C:15]([OH:17])=[O:16])=[CH:20][CH:21]=1 |f:2.3,4.5.6|. Procedure details: 4-Chlorobutyl acetate (276.6 g; 1.8 mol) is added to a solution of ethyl 4-hydroxybenzoate (249 g; 1.5 mol), potassium iodide (3 g) and potassium carbonate (248 g; 1.8 mol) in dimethylformamide (2 l), and the mixture is stirred at 90° C. for 11 hours. The reaction mixture is transferred into 5 l of ice water, and the resultant precipitate is filtered off with suction and washed with 4 to 5 l of ice water. The crude product is dissolved in 3 l of ethanol, potassium hydroxide (400 g) is added, and...